Dataset: the Open Reaction Database (ORD), a public repository of structured organic reaction records. Task: describe an organic reaction: reactants, conditions, products, and yield The reactants are COC(C(C1=CC=C(C=C1)OCCCNC(=O)C1=CC2=CC=CC=C2C=C1)=O)=O (4-[[3-(2-naphthoylamino)propyl]oxy]-alpha-oxobenzeneacetic acid methyl ester), [OH-].[Na+] (sodium hydroxide). Run in O (water), CO (methanol), O1CCCC1 (tetrahydrofuran). Product: C1=C(C=CC2=CC=CC=C12)C(=O)NCCCOC1=CC=C(C=C1)C(C(=O)O)=O (4-[[3-(2-naphthoylamino) propyl]oxy]-alpha-oxobenzeneacetic acid). Isolated yield 58.7%. RXN SMILES: C[O:2][C:3](=[O:29])[C:4](=[O:28])[C:5]1[CH:10]=[CH:9][C:8]([O:11][CH2:12][CH2:13][CH2:14][NH:15][C:16]([C:18]2[CH:27]=[CH:26][C:25]3[C:20](=[CH:21][CH:22]=[CH:23][CH:24]=3)[CH:19]=2)=[O:17])=[CH:7][CH:6]=1.[OH-].[Na+]>CO.O1CCCC1.O>[CH:19]1[C:20]2[C:25](=[CH:24][CH:23]=[CH:22][CH:21]=2)[CH:26]=[CH:27][C:18]=1[C:16]([NH:15][CH2:14][CH2:13][CH2:12][O:11][C:8]1[CH:7]=[CH:6][C:5]([C:4](=[O:28])[C:3]([OH:29])=[O:2])=[CH:10][CH:9]=1)=[O:17] |f:1.2|. Procedure details: A mixture of 4-[[3-(2-naphthoylamino)propyl]oxy]-alpha-oxobenzeneacetic acid methyl ester (0.76 g) in hot methanol (10 mL) and sufficient tetrahydrofuran to dissolve the solids was treated with 1N sodium hydroxide (4.0 mL) and diluted with water. The organic solvent was removed under vacuum and the residue was mixed with water, acidified with excess 2N hydrochloric acid, and extracted with dichloromethane. The organic layer was dried (Na2SO4), filtered, and evaporated to give crude product. Crys... Product: NCC1(C[C@@H]2CC3=CC=CC=C3C[C@H]2CC1)N (2-Aminomethyl-trans-1,2,3,4,4a,9,9a,10-octahydro-2-anthracenamine). Procedure details: A solution of 1.39 g (6.1 mmol) of the nitrile obtained in Step 5 in 35 ml of THF is added dropwise to a suspension of LiAlH4 (350 mg, 9.2 mmol) in 35 ml of anhydrous THF at −20° C. under nitrogen. The mixture is stirred for 1 hour 30 before being hydrolysed with 2.3 ml of H2O, 4.6 ml of 35% sodium hydroxide solution and 4.9 ml of water. The resulting suspension is filtered and the filtrate is evaporated to yield an oil which is subjected to flash chromatography over a column: the title compound... RXN SMILES: [NH2:1][C:2]1([C:16]#[N:17])[CH2:15][CH2:14][C@H:13]2[C@@H:4]([CH2:5][C:6]3[C:11]([CH2:12]2)=[CH:10][CH:9]=[CH:8][CH:7]=3)[CH2:3]1.[H-].[H-].[H-].[H-].[Li+].[Al+3].O.[OH-].[Na+]>C1COCC1>[NH2:17][CH2:16][C:2]1([NH2:1])[CH2:15][CH2:14][C@H:13]2[C@@H:4]([CH2:5][C:6]3[C:11]([CH2:12]2)=[CH:10][CH:9]=[CH:8][CH:7]=3)[CH2:3]1 |f:1.2.3.4.5.6,8.9|. The reactants are NC1(C[C@@H]2CC3=CC=CC=C3C[C@H]2CC1)C#N (2-Amino-trans-1,2,3,4,4a,9,9a,10-octahydro-2-anthracenecarbonitrile), [H-].[H-].[H-].[H-].[Li+].[Al+3] (LiAlH4), [OH-].[Na+] (sodium hydroxide), O (water), O (H2O). Conditions: time 1 hour. Run in C1CCOC1 (THF), C1CCOC1 (THF). Procedure details: Prepared according to the procedure described in Example 3, Step 7, using 1-[4′-(3-methyl-4-methylaminomethyl-isoxazol-5-yl)-biphenyl-4-yl]-cyclopropanecarboxylic acid ethyl ester and 2-phenoxy-propionyl chloride. Reactants: C(C)OC(=O)C1(CC1)C1=CC=C(C=C1)C1=CC=C(C=C1)C1=C(C(=NO1)C)CNC (1-[4′-(3-methyl-4-methylaminomethyl-isoxazol-5-yl)-biphenyl-4-yl]-cyclopropanecarboxylic acid ethyl ester), O(C1=CC=CC=C1)C(C(=O)Cl)C (2-phenoxy-propionyl chloride). The product is C(C)OC(=O)C1(CC1)C1=CC=C(C=C1)C1=CC=C(C=C1)C1=C(C(=NO1)C)CN(C(C(C)OC1=CC=CC=C1)=O)C (1-[4′-(3-Methyl-4-{[methyl-(2-phenoxy-propionyl)-amino]-methyl}-isoxazol-5-yl)-biphenyl-4-yl]-cyclopropanecarboxylic acid ethyl ester). RXN SMILES: [CH2:1]([O:3][C:4]([C:6]1([C:9]2[CH:14]=[CH:13][C:12]([C:15]3[CH:20]=[CH:19][C:18]([C:21]4[O:25][N:24]=[C:23]([CH3:26])[C:22]=4[CH2:27][NH:28][CH3:29])=[CH:17][CH:16]=3)=[CH:11][CH:10]=2)[CH2:8][CH2:7]1)=[O:5])[CH3:2].[O:30]([CH:37]([CH3:41])[C:38](Cl)=[O:39])[C:31]1[CH:36]=[CH:35][CH:34]=[CH:33][CH:32]=1>>[CH2:1]([O:3][C:4]([C:6]1([C:9]2[CH:10]=[CH:11][C:12]([C:15]3[CH:20]=[CH:19][C:18]([C:21]4[O:25][N:24]=[C:23]([CH3:26])[C:22]=4[CH2:27][N:28]([CH3:29])[C:38](=[O:39])[CH:37]([O:30][C:31]4[CH:36]=[CH:35][CH:34]=[CH:33][CH:32]=4)[CH3:41])=[CH:17][CH:16]=3)=[CH:13][CH:14]=2)[CH2:8][CH2:7]1)=[O:5])[CH3:2]. The reactants are C=CCOC(=O)N(CC(=O)OC)C(CCC(=O)OC(C)(C)C)CO[Si](C)(C)C(C)(C)C, CO, O, O, Cc1ccc(S(=O)(=O)O)cc1. Yields the product C=CCOC(=O)N(CC(=O)OC)C(CO)CCC(=O)OC(C)(C)C. RXN SMILES: [CH2:1]([CH:2]=[CH2:3])[O:4][C:5](=[O:6])[N:7]([CH:8]([CH2:9][CH2:10][C:11](=[O:12])[O:13][C:14]([CH3:15])([CH3:16])[CH3:17])[CH2:18][O:19][Si:20]([C:21]([CH3:22])([CH3:23])[CH3:24])([CH3:25])[CH3:26])[CH2:27][C:28](=[O:29])[O:30][CH3:31].[CH3:45][OH:46].[OH2:32].[OH2:44].[c:33]1([CH3:34])[cH:35][cH:36][c:37]([S:38]([OH:39])(=[O:40])=[O:41])[cH:42][cH:43]1>>[CH2:1]([CH:2]=[CH2:3])[O:4][C:5](=[O:6])[N:7]([CH:8]([CH2:9][CH2:10][C:11](=[O:12])[O:13][C:14]([CH3:15])([CH3:16])[CH3:17])[CH2:18][OH:19])[CH2:27][C:28](=[O:29])[O:30][CH3:31]. Starting materials: CSCCC(C(=O)OC)N(C(=O)CCCCOC=1C=C2C=CC(NC2=CC1)=O)CC1CCCCC1 (6-{4-[N-(3-methylthio-1-methoxycarbonylpropyl)-N-cyclohexylmethylaminocarbonyl]butoxy}carbostyril), C(C)O (ethanol), B.[Na] (sodium boron hydride), Cl (hydrochloric acid). Conditions: time 2 hour. Yields the product CSCCC(O)(N(C(=O)CCCCOC=1C=C2C=CC(NC2=CC1)=O)CC1CCCCC1)C (6-{4-[N-(3-methylthio-1-hydroxy-methylpropyl)-N-cyclohexylmethylaminocarbonyl]butoxy}carbostyril). RXN SMILES: [CH3:1][S:2][CH2:3][CH2:4][CH:5]([N:10]([CH2:29][CH:30]1[CH2:35][CH2:34][CH2:33][CH2:32][CH2:31]1)[C:11]([CH2:13][CH2:14][CH2:15][CH2:16][O:17][C:18]1[CH:19]=[C:20]2[C:25](=[CH:26][CH:27]=1)[NH:24][C:23](=[O:28])[CH:22]=[CH:21]2)=[O:12])[C:6](OC)=O.B.[Na].Cl.C([OH:41])C>>[CH3:1][S:2][CH2:3][CH2:4][C:5]([CH3:6])([N:10]([CH2:29][CH:30]1[CH2:35][CH2:34][CH2:33][CH2:32][CH2:31]1)[C:11]([CH2:13][CH2:14][CH2:15][CH2:16][O:17][C:18]1[CH:19]=[C:20]2[C:25](=[CH:26][CH:27]=1)[NH:24][C:23](=[O:28])[CH:22]=[CH:21]2)=[O:12])[OH:41] |f:1.2,^1:36|. Procedure: In 80 ml of ethanol is dissolved 1.6 g of 6-{4-[N-(3-methylthio-1-methoxycarbonylpropyl)-N-cyclohexylmethylaminocarbonyl]butoxy}carbostyril. Thereto is added 3.2 g of sodium boron hydride. The mixture is stirred for 2 hours at 50°-60° C. The reaction mixture is neutralized with diluted hydrochloric acid and concentrated. The residue is extracted with a mixture of chloroform and methanol (10:1). The extract is purified by means of a silica gel column chromatography (eluant; chloroform:methanol=20... The reactants are ClC1=NC2=CC=CC(=C2C=C1)NS(=O)(=O)C1=CC=C(C=C1)F (N-(2-Chloro-quinolin-5-yl)-4-fluoro-benzenesulfonamide), N[C@@H]1CCC2=CC=CC=C12 ((R)-1-aminoindane). Product: FC1=CC=C(C=C1)S(=O)(=O)NC1=C2C=CC(=NC2=CC=C1)N[C@@H]1CCC2=CC=CC=C12 (4-Fluoro-N-[2-((R)-indan-1-ylamino)-quinolin-5-yl]-benzenesulfonamide), solid. Isolated yield 74.0%. Reaction SMILES: Cl[C:2]1[CH:11]=[CH:10][C:9]2[C:4](=[CH:5][CH:6]=[CH:7][C:8]=2[NH:12][S:13]([C:16]2[CH:21]=[CH:20][C:19]([F:22])=[CH:18][CH:17]=2)(=[O:15])=[O:14])[N:3]=1.[NH2:23][C@H:24]1[C:32]2[C:27](=[CH:28][CH:29]=[CH:30][CH:31]=2)[CH2:26][CH2:25]1>>[F:22][C:19]1[CH:20]=[CH:21][C:16]([S:13]([NH:12][C:8]2[CH:7]=[CH:6][CH:5]=[C:4]3[C:9]=2[CH:10]=[CH:11][C:2]([NH:23][C@H:24]2[C:32]4[C:27](=[CH:28][CH:29]=[CH:30][CH:31]=4)[CH2:26][CH2:25]2)=[N:3]3)(=[O:15])=[O:14])=[CH:17][CH:18]=1. Procedure: N-(2-Chloro-quinolin-5-yl)-4-fluoro-benzenesulfonamide (300 mg, 0.891 mmol) and (R)-1-aminoindane (254 mg, 1.91 mmol) were stirred in a sealed tube at 120° C. overnight. The reaction mixture was purified by flash chromatography on silica gel (cyclohexane/ethyl acetate 100:0->50:50 gradient). The title compound was obtained as a yellow solid (287 mg, 74%), MS: The reactants are O (H2O), [OH-].[Na+] (NaOH), ice, FC1=CC=C(CN2C=CC=3C2=NC(=C(C3C3=CC=C(C=C3)C)C(=O)OC)C)C=C1 (methyl 1-(4-fluorobenzyl)-6-methyl-4-(p-tolyl)-1H-pyrrolo[2,3-b]pyridine-5-carboxylate), [H-].[H-].[H-].[H-].[Li+].[Al+3] (LAH), O (H2O). The solvent is O1CCCC1 (tetrahydrofuran). Conditions: time 1 hour. Product: FC1=CC=C(CN2C=CC=3C2=NC(=C(C3C3=CC=C(C=C3)C)CO)C)C=C1 ((1-(4-fluorobenzyl)-6-methyl-4-(p-tolyl)-1H-pyrrolo[2,3-b]pyridin-5-yl)methanol). Isolated yield 103.9%. As a reaction SMILES: [F:1][C:2]1[CH:29]=[CH:28][C:5]([CH2:6][N:7]2[C:11]3=[N:12][C:13]([CH3:27])=[C:14]([C:23](OC)=[O:24])[C:15]([C:16]4[CH:21]=[CH:20][C:19]([CH3:22])=[CH:18][CH:17]=4)=[C:10]3[CH:9]=[CH:8]2)=[CH:4][CH:3]=1.[H-].[H-].[H-].[H-].[Li+].[Al+3].O.[OH-].[Na+]>O1CCCC1>[F:1][C:2]1[CH:29]=[CH:28][C:5]([CH2:6][N:7]2[C:11]3=[N:12][C:13]([CH3:27])=[C:14]([CH2:23][OH:24])[C:15]([C:16]4[CH:21]=[CH:20][C:19]([CH3:22])=[CH:18][CH:17]=4)=[C:10]3[CH:9]=[CH:8]2)=[CH:4][CH:3]=1 |f:1.2.3.4.5.6,8.9|. Reported procedure: An ice cold solution of methyl 1-(4-fluorobenzyl)-6-methyl-4-(p-tolyl)-1H-pyrrolo[2,3-b]pyridine-5-carboxylate (2.2236 g, 5.72 mmol) in tetrahydrofuran (THF) (48.7 ml) was treated slowly with LAH (1M in THF) (17.17 ml, 17.17 mmol), and then warmed to rt overnight. The reaction was cooled to 0° C., treated slowly with 652 uL H2O, followed by 652 uL 20% aq. NaOH and 3×652 uL H2O. The mixture was stirred at rt for 1 hour, filtered, washed with Et2O and EtOAc, and then concentrated to give crude (1-...